This data is from the Open Reaction Database (ORD), a public repository of structured organic reaction records. The task is: describe an organic reaction: reactants, conditions, products, and yield The reactants are Br, CC(O)(c1cccc(-c2ccccc2)n1)c1ccccc1OCc1ccccc1, CC(=O)O, ClCCl, O. Yields the product C=C(c1cccc(-c2ccccc2)n1)c1ccccc1OCc1ccccc1. Reaction SMILES: [BrH:30].[CH2:1]([c:2]1[cH:3][cH:4][cH:5][cH:6][cH:7]1)[O:8][c:9]1[c:10]([C:15]([CH3:16])([OH:17])[c:18]2[n:19][c:20](-[c:24]3[cH:25][cH:26][cH:27][cH:28][cH:29]3)[cH:21][cH:22][cH:23]2)[cH:11][cH:12][cH:13][cH:14]1.[CH3:31][C:32](=[O:33])[OH:34].[Cl:36][CH2:37][Cl:38].[OH2:35]>>[CH2:1]([c:2]1[cH:3][cH:4][cH:5][cH:6][cH:7]1)[O:8][c:9]1[c:10]([C:15](=[CH2:16])[c:18]2[n:19][c:20](-[c:24]3[cH:25][cH:26][cH:27][cH:28][cH:29]3)[cH:21][cH:22][cH:23]2)[cH:11][cH:12][cH:13][cH:14]1. The reactants are BrC=1C=C(C=CC1)N(C(=O)NCCCCCCC)C (1-(3-bromophenyl)-3-heptyl-1-methylurea), C[Li] (methyllithium), solution, C(C)(C)(C)[Li] (tert-butyllithium), B(OC)(OC)OC (trimethyl borate). The solvent is O1CCCC1 (tetrahydrofuran), CCCCC (pentane). Product: C(CCCCCC)NC(N(C)C=1C=C(C=CC1)B(O)O)=O (3-(3-heptyl-1-methylureido)phenylboronic acid). Yield: 36.0%. RXN SMILES: Br[C:2]1[CH:3]=[C:4]([N:8]([CH3:19])[C:9]([NH:11][CH2:12][CH2:13][CH2:14][CH2:15][CH2:16][CH2:17][CH3:18])=[O:10])[CH:5]=[CH:6][CH:7]=1.C[Li].C([Li])(C)(C)C.[B:27](OC)([O:30]C)[O:28]C>O1CCCC1.CCCCC>[CH2:12]([NH:11][C:9](=[O:10])[N:8]([C:4]1[CH:3]=[C:2]([B:27]([OH:30])[OH:28])[CH:7]=[CH:6][CH:5]=1)[CH3:19])[CH2:13][CH2:14][CH2:15][CH2:16][CH2:17][CH3:18]. Procedure: In a manner similar to that of Example (18a), by reaction of 113 g (0.345 mol, 1 eq) of 1-(3-bromophenyl)-3-heptyl-1-methylurea in 1.13 L of tetrahydrofuran, 127 mL (0.38 mol, 1.1 eq) of methyllithium, 530 mL (0.76 mol, 2.2 eq) of a 1.7M solution of tert-butyllithium in pentane and 97 mL (0.904 mol, 2.2 eq) of trimethyl borate, and after purification by chromatography on silica gel (50/50 heptane/ethyl acetate) and crystallization from ethyl acetate/heptane, 36.0 g of 3-(3-heptyl-1-methylureido)... Reactants: CC1=C(C=CC(=C1)C)N1CCN(CC1)C(=O)C1=CC=C(C=C1)NS(=O)(=O)C (N-{4-[4-(2,4-dimethylphenyl)piperazine-1-carbonyl]phenyl}methanesulfonamide), CI (methyl iodide). The product is CC1=C(C=CC(=C1)C)N1CCN(CC1)C(=O)C1=CC=C(C=C1)N(S(=O)(=O)C)C (N-{4-[4-(2,4-dimethylphenyl)piperazine-1-carbonyl]phenyl}-N-methylmethanesulfonamide). RXN SMILES: [CH3:1][C:2]1[CH:7]=[C:6]([CH3:8])[CH:5]=[CH:4][C:3]=1[N:9]1[CH2:14][CH2:13][N:12]([C:15]([C:17]2[CH:22]=[CH:21][C:20]([NH:23][S:24]([CH3:27])(=[O:26])=[O:25])=[CH:19][CH:18]=2)=[O:16])[CH2:11][CH2:10]1.[CH3:28]I>>[CH3:1][C:2]1[CH:7]=[C:6]([CH3:8])[CH:5]=[CH:4][C:3]=1[N:9]1[CH2:14][CH2:13][N:12]([C:15]([C:17]2[CH:22]=[CH:21][C:20]([N:23]([CH3:28])[S:24]([CH3:27])(=[O:26])=[O:25])=[CH:19][CH:18]=2)=[O:16])[CH2:11][CH2:10]1. Reported procedure: Using N-{4-[4-(2,4-dimethylphenyl)piperazine-1-carbonyl]phenyl}methanesulfonamide (194 mg) described in Example 461 and methyl iodide (34 μL) and by the reaction and treatment in the same manner as in Example 36, the title compound (57 mg) was obtained. Reactants: [Cl-].[Nd+3].[Cl-].[Cl-] (neodymium chloride), C([O-])(O)=O.[Mg+2].C([O-])(O)=O (magnesium bicarbonate), [Nd] (neodymium). The product is C([O-])([O-])=O.[Nd+3].C([O-])([O-])=O.C([O-])([O-])=O.[Nd+3] (neodymium carbonate). As a reaction SMILES: [Cl-].[Nd+3:2].[Cl-].[Cl-].[C:5](=[O:8])([OH:7])[O-:6].[Mg+2].[C:10](=[O:13])([OH:12])[O-:11].[Nd]>>[C:5](=[O:6])([O-:8])[O-:7].[Nd+3:2].[C:10](=[O:11])([O-:13])[O-:12].[C:5](=[O:6])([O-:8])[O-:7].[Nd+3:2] |f:0.1.2.3,4.5.6,8.9.10.11.12|. Procedure details: Adding 6 m3 of neodymium chloride solution (1.5 mol/L) into a reactor containing 27.5 m3 of the above magnesium bicarbonate solution to react for 3 hour at 35° C., and controlling the pH value of mother liquor at 8.0, neodymium ions are precipitated, and then neodymium carbonate is obtained after filtration, washing and drying. At last, neodymium oxide is obtained from calcination of neodymium carbonate at 650° C. for 2 hours.